Dataset: the Open Reaction Database (ORD), a public repository of structured organic reaction records. Task: describe an organic reaction: reactants, conditions, products, and yield Starting materials: FC=1C=C(C=C(C1)F)C(C)=O (3′,5′-difluoroacetophenone), N (NH3), CCO (EtOH), [BH4-].[Na+] (sodium borohydride). The reagents and catalysts are CC([O-])C.[Ti+4].CC([O-])C.CC([O-])C.CC([O-])C (titanium(IV) isopropoxide). Reaction conditions: time 20 hour. Product: FC=1C=C(C=C(C1)F)C(C)N ([1-(3,5-Difluorophenyl)ethyl]amine). Reaction SMILES: [F:1][C:2]1[CH:3]=[C:4]([C:9](=O)[CH3:10])[CH:5]=[C:6]([F:8])[CH:7]=1.[NH3:12].CCO.[BH4-].[Na+]>CC(C)[O-].[Ti+4].CC(C)[O-].CC(C)[O-].CC(C)[O-]>[F:1][C:2]1[CH:3]=[C:4]([CH:9]([NH2:12])[CH3:10])[CH:5]=[C:6]([F:8])[CH:7]=1 |f:3.4,5.6.7.8.9|. Procedure: To a stirred mixture of 3′,5′-difluoroacetophenone (86.8 g, 0.556 mol) and 2 M NH3 in EtOH (1.4 L, 2.8 mol) was added titanium(IV) isopropoxide (326 mL, 1.11 mol) dropwise over 15 min stirring was continued at ambient temperature for 20 h. The mixture was cooled in an ice-water bath and sodium borohydride (31.5 g, 0.834 mol) was added in portions over 60 min. The reaction mixture was stirred for an additional 1 h, and then quenched with aqueous NH4OH (2 M, 1.3 L) followed by EtOAc (1 L). The res... Reactants: ClC1=NC=2N(C(=C1)N(COCC[Si](C)(C)C)COCC[Si](C)(C)C)N=CC2 (5-chloro-N,N-bis((2-(trimethylsilyl)ethoxy)methyl)pyrazolo[1,5-a]pyrimidin-7-amine), B([O-])[O-] (boronate), CC1(OB(OC1(C)C)CC1=CC=C(C=C1)CC(=O)OC)C (methyl 2-(4-((4,4,5,5-tetramethyl-1,3,2-dioxaborolan-2-yl)methyl)phenyl)acetate), [O-]P(=O)([O-])[O-].[K+].[K+].[K+] (K3PO4). Reagents/catalysts: C1=CC=C(C=C1)P([C-]2C=CC=C2)C3=CC=CC=C3.C1=CC=C(C=C1)P([C-]2C=CC=C2)C3=CC=CC=C3.Cl[Pd]Cl.[Fe+2] (Pd(dppf)Cl2). The solvent is O1CCOCC1 (dioxane), CCOC(=O)C (EtOAc). Run at temperature 100 celsius. Yields the product C[Si](CCOCN(C1=CC(=NC=2N1N=CC2)CC2=CC=C(C=C2)CC(=O)OC)COCC[Si](C)(C)C)(C)C (methyl 2-(4-((7-(bis((2-(trimethylsilyl)ethoxy)methyl)amino)pyrazolo[1,5-a]pyrimidin-5-yl)methyl)phenyl)acetate). Reaction SMILES: Cl[C:2]1[CH:7]=[C:6]([N:8]([CH2:17][O:18][CH2:19][CH2:20][Si:21]([CH3:24])([CH3:23])[CH3:22])[CH2:9][O:10][CH2:11][CH2:12][Si:13]([CH3:16])([CH3:15])[CH3:14])[N:5]2[N:25]=[CH:26][CH:27]=[C:4]2[N:3]=1.B([O-])[O-].CC1(C)C(C)(C)OB([CH2:39][C:40]2[CH:45]=[CH:44][C:43]([CH2:46][C:47]([O:49][CH3:50])=[O:48])=[CH:42][CH:41]=2)O1.[O-]P([O-])([O-])=O.[K+].[K+].[K+]>CCOC(C)=O.C1C=CC(P(C2C=CC=CC=2)[C-]2C=CC=C2)=CC=1.C1C=CC(P(C2C=CC=CC=2)[C-]2C=CC=C2)=CC=1.Cl[Pd]Cl.[Fe+2].O1CCOCC1>[CH3:14][Si:13]([CH3:16])([CH3:15])[CH2:12][CH2:11][O:10][CH2:9][N:8]([CH2:17][O:18][CH2:19][CH2:20][Si:21]([CH3:24])([CH3:23])[CH3:22])[C:6]1[N:5]2[N:25]=[CH:26][CH:27]=[C:4]2[N:3]=[C:2]([CH2:39][C:40]2[CH:41]=[CH:42][C:43]([CH2:46][C:47]([O:49][CH3:50])=[O:48])=[CH:44][CH:45]=2)[CH:7]=1 |f:3.4.5.6,8.9.10.11|. Reported procedure: Under Ar, 5-chloro-N,N-bis((2-(trimethylsilyl)ethoxy)methyl)pyrazolo[1,5-a]pyrimidin-7-amine (429 mg, 1.0 mmol) was mixed with Pd(dppf)Cl2 (82 mg, 0.1 mmol, boronate, methyl 2-(4-((4,4,5,5-tetramethyl-1,3,2-dioxaborolan-2-yl)methyl)phenyl)acetate (480 mg, 1.65 mmol, not very pure), K3PO4 (424 mg, 2.0 mmol) and dioxane (10 mL). The resulting mixture was heated at 100° C. and stirred over night. After cooled to room temperature, the mixture was diluted with EtOAc (100 mL) and filtered through celi... Reactants: CO, CN(c1ccccc1)c1cnn(C2CCCCO2)c(=O)c1Cl, Cl, O. The product is CN(c1ccccc1)c1cn[nH]c(=O)c1Cl. As a reaction SMILES: [CH3:24][OH:25].[Cl:1][c:2]1[c:3](=[O:22])[n:4]([CH:16]2[CH2:17][CH2:18][CH2:19][CH2:20][O:21]2)[n:5][cH:6][c:7]1[N:8]([c:9]1[cH:10][cH:11][cH:12][cH:13][cH:14]1)[CH3:15].[ClH:23].[OH2:26]>>[Cl:1][c:2]1[c:3](=[O:22])[nH:4][n:5][cH:6][c:7]1[N:8]([c:9]1[cH:10][cH:11][cH:12][cH:13][cH:14]1)[CH3:15]. Reactants: CN(C)C=O, CC(C)Br, O=C(O)C(F)(F)F, [H-], [Na+], CC(C)(C)OC(=O)N1CCC(CCCn2c(COc3ccc(Cl)cc3)nc3c(O)cccc32)CC1. The product is O=C(O)C(F)(F)F, CC(C)Oc1cccc2c1nc(COc1ccc(Cl)cc1)n2CCCC1CCN(C(=O)OC(C)(C)C)CC1. As a reaction SMILES: [CH3:49][N:50]([CH3:51])[CH:52]=[O:53].[CH:45]([CH3:46])([CH3:47])[Br:48].[F:1][C:2]([C:3](=[O:4])[OH:5])([F:6])[F:7].[H-:43].[Na+:44].[OH:8][c:9]1[cH:10][cH:11][cH:12][c:13]2[n:14]([CH2:27][CH2:28][CH2:29][CH:30]3[CH2:31][CH2:32][N:33]([C:36](=[O:37])[O:38][C:39]([CH3:40])([CH3:41])[CH3:42])[CH2:34][CH2:35]3)[c:15]([CH2:18][O:19][c:20]3[cH:21][cH:22][c:23]([Cl:26])[cH:24][cH:25]3)[n:16][c:17]12>>[F:1][C:2]([C:3](=[O:4])[OH:5])([F:6])[F:7].[O:8]([c:9]1[cH:10][cH:11][cH:12][c:13]2[n:14]([CH2:27][CH2:28][CH2:29][CH:30]3[CH2:31][CH2:32][N:33]([C:36](=[O:37])[O:38][C:39]([CH3:40])([CH3:41])[CH3:42])[CH2:34][CH2:35]3)[c:15]([CH2:18][O:19][c:20]3[cH:21][cH:22][c:23]([Cl:26])[cH:24][cH:25]3)[n:16][c:17]12)[CH:45]([CH3:46])[CH3:47]. Reactants: NC1=NC=C(C=C1C(=O)C=1C=NC(=CC1)F)Br ((2-amino-5-bromo-pyridin-3-yl)-(6-fluoro-pyridin-3-yl)-methanone), solution, C(C)(C)(C)[Mg]Cl (tert-butylmagnesium chloride), solution, C[Si](C)(C)[N-][Si](C)(C)C.[Li+] (lithium bis(trimethylsilyl)amide), [Cl-].COC[P+](C1=CC=CC=C1)(C1=CC=CC=C1)C1=CC=CC=C1 ((methoxymethyl)triphenylphosphonium chloride). Solvent: C1CCOC1 (THF), C1CCOC1 (THF), C1CCOC1 (THF), C1CCOC1 (THF). Conditions: temperature 0 celsius, time 10 minute. Product: BrC=1C=C(C(=NC1)N)C(=COC)C=1C=NC(=CC1)F (5-bromo-3-[1-(6-fluoro-pyridin-3-yl)-2-methoxy-vinyl]-pyridin-2-ylamine), foam. The yield is 50.0%. Reaction SMILES: [Cl-].[CH3:2][O:3][CH2:4][P+](C1C=CC=CC=1)(C1C=CC=CC=1)C1C=CC=CC=1.C[Si]([N-][Si](C)(C)C)(C)C.[Li+].[NH2:34][C:35]1[C:40]([C:41]([C:43]2[CH:44]=[N:45][C:46]([F:49])=[CH:47][CH:48]=2)=O)=[CH:39][C:38]([Br:50])=[CH:37][N:36]=1.C([Mg]Cl)(C)(C)C>C1COCC1>[Br:50][C:38]1[CH:39]=[C:40]([C:41]([C:43]2[CH:44]=[N:45][C:46]([F:49])=[CH:47][CH:48]=2)=[CH:2][O:3][CH3:4])[C:35]([NH2:34])=[N:36][CH:37]=1 |f:0.1,2.3|. Procedure: To a suspension of (methoxymethyl)triphenylphosphonium chloride (1.16 g, 3.38 mmol) in THF (4 ml) at 0° C. under nitrogen was added dropwise a 1M solution of lithium bis(trimethylsilyl)amide in THF (3.4 ml, 3.4 mmol). The resulting dark red mixture was stirred at 0° C. for 10 minutes to generate the ylide reagent. To a solution of (2-amino-5-bromo-pyridin-3-yl)-(6-fluoro-pyridin-3-yl)-methanone (400 mg, 1.35 mmol) in THF (6 ml) was added dropwise a 1 M solution of tert-butylmagnesium chloride in...